Dataset: the Open Reaction Database (ORD), a public repository of structured organic reaction records. Task: describe an organic reaction: reactants, conditions, products, and yield Starting materials: Cc1ccc(N)cc1, CC(C)=O, Cl, O=N[O-], [Na+], O, O=C(O)c1ccoc1. Product: Cc1ccc(-c2occc2C(=O)O)cc1. As a reaction SMILES: [CH3:1][c:2]1[cH:3][cH:4][c:5]([NH2:6])[cH:7][cH:8]1.[CH3:23][C:24](=[O:25])[CH3:26].[ClH:9].[N:10]([O-:11])=[O:12].[Na+:13].[OH2:22].[o:14]1[cH:15][c:16]([C:19](=[O:20])[OH:21])[cH:17][cH:18]1>>[CH3:1][c:2]1[cH:3][cH:4][c:5](-[c:15]2[o:14][cH:18][cH:17][c:16]2[C:19](=[O:20])[OH:21])[cH:7][cH:8]1. Starting materials: Cc1c(-c2ccccc2)n(C)c2ccc(Br)cc12, COc1ccc(B(O)O)cc1, ClCCl, [K+], [K+], O=C([O-])[O-], C1COCCO1. Product: COc1ccc(-c2ccc3c(c2)c(C)c(-c2ccccc2)n3C)cc1. RXN SMILES: [Br:1][c:2]1[cH:3][c:4]2[c:5]([CH3:18])[c:6](-[c:12]3[cH:13][cH:14][cH:15][cH:16][cH:17]3)[n:7]([CH3:11])[c:8]2[cH:9][cH:10]1.[CH3:25][O:26][c:27]1[cH:28][cH:29][c:30]([B:33]([OH:34])[OH:35])[cH:31][cH:32]1.[Cl:36][CH2:37][Cl:38].[K+:19].[K+:20].[O-:21][C:22]([O-:23])=[O:24].[O:39]1[CH2:40][CH2:41][O:42][CH2:43][CH2:44]1>>[c:2]1(-[c:30]2[cH:29][cH:28][c:27]([O:26][CH3:25])[cH:32][cH:31]2)[cH:3][c:4]2[c:5]([CH3:18])[c:6](-[c:12]3[cH:13][cH:14][cH:15][cH:16][cH:17]3)[n:7]([CH3:11])[c:8]2[cH:9][cH:10]1. Starting materials: C(C(C)C)N(C(OCCl)=O)C(C)C (chloromethyl N-isobutyl-N-isopropylcarbamate), O[C@H](C)[C@@H]1[C@@H]2N(C(=C([C@@H]2C)S\C=C/C2=C(N=CS2)CO)C(=O)[O-])C1=O.[Na+] (sodium (1R,5S,6S)-6-((1R)-1-hydroxyethyl)-2-[[(Z)-2-(4-hydroxymethyl-thiazol-5-yl)ethen-1-yl]thio]-1-methyl-1-carbapen-2-em-3-carboxylate). Product: O[C@H](C)[C@@H]1[C@@H]2N(C(=C([C@@H]2C)S\C=C/C2=C(N=CS2)CO)C(=O)OCOC(=O)N(C(C)C)CC(C)C)C1=O (N-Isobutyl-N-isopropylaminocarbonyloxymethyl (1R,5S,6S)-6-((1R)-1-hydroxyethyl)-2-[[(Z)-2-(4-hydroxymethyl-thiazol-5-yl)ethen-1-yl]thio]-1-methyl-1-carbapen-2-em-3-carboxylate). Yield: 67.9%. Reaction SMILES: [CH2:1]([N:5]([CH:11]([CH3:13])[CH3:12])[C:6](=[O:10])[O:7][CH2:8]Cl)[CH:2]([CH3:4])[CH3:3].[OH:14][C@@H:15]([C@H:17]1[C:37](=[O:38])[N:19]2[C:20]([C:34]([O-:36])=[O:35])=[C:21]([S:24]/[CH:25]=[CH:26]\[C:27]3[S:31][CH:30]=[N:29][C:28]=3[CH2:32][OH:33])[C@H:22]([CH3:23])[C@H:18]12)[CH3:16].[Na+]>>[OH:14][C@@H:15]([C@H:17]1[C:37](=[O:38])[N:19]2[C:20]([C:34]([O:36][CH2:8][O:7][C:6]([N:5]([CH2:1][CH:2]([CH3:4])[CH3:3])[CH:11]([CH3:13])[CH3:12])=[O:10])=[O:35])=[C:21]([S:24]/[CH:25]=[CH:26]\[C:27]3[S:31][CH:30]=[N:29][C:28]=3[CH2:32][OH:33])[C@H:22]([CH3:23])[C@H:18]12)[CH3:16] |f:1.2|. Reported procedure: In the same manner as in step b) in Example 125, 279 mg of the title compound was prepared from 177 mg of chloromethyl N-isobutyl-N-isopropylcarbamate and 300 mg of sodium (1R,5S,6S)-6-((1R)-1-hydroxyethyl)-2-[[(Z)-2-(4-hydroxymethyl-thiazol-5-yl)ethen-1-yl]thio]-1-methyl-1-carbapen-2-em-3-carboxylate. Reactants: ClC1=C(C2=C(C(NCCC2O)=O)N1)Cl (2,3-dichloro-4-hydroxy-4,5,6,7-tetrahydro-1H-pyrrolo[2,3-c]azepin-8-one), S(=O)(=O)(O)O.NC=1NC=CN1 (2-aminoimidazole sulfate), CCOCC (Et2O). Run in CS(=O)(=O)O (methanesulfonic acid). Reaction conditions: temperature 45 celsius, time 8 hour. The product is NC1=NC=C(N1)C1C2=C(C(NCC1)=O)NC(=C2Cl)Cl (4-(2-amino-3H-imidazol-4-yl)-2,3-dichloro-4,5,6,7-tetrahydro-1H-pyrrolo[2,3-c]azepin-8-one). RXN SMILES: [Cl:1][C:2]1[NH:13][C:5]2[C:6](=[O:12])[NH:7][CH2:8][CH2:9][CH:10](O)[C:4]=2[C:3]=1[Cl:14].S(O)(O)(=O)=O.[NH2:20][C:21]1[NH:22][CH:23]=[CH:24][N:25]=1.CCOCC>CS(O)(=O)=O>[NH2:20][C:21]1[NH:25][C:24]([CH:10]2[CH2:9][CH2:8][NH:7][C:6](=[O:12])[C:5]3[NH:13][C:2]([Cl:1])=[C:3]([Cl:14])[C:4]2=3)=[CH:23][N:22]=1 |f:1.2|. Procedure: To a solution of 2,3-dichloro-4-hydroxy-4,5,6,7-tetrahydro-1H-pyrrolo[2,3-c]azepin-8-one (60 mg, 0.256 mmol), prepared as in reference 2, in methanesulfonic acid (0.5 mL) is added 2-aminoimidazole sulfate (40.5 mg, 0.153 mmol). The mixture is stirred at 45° C. overnight, cooled to room temperature and Et2O (5 mL) is added resulting in brown oil. After discarding the supernatant, the oil is purified by silica gel column chromatography and eluted with MeOH—CH2Cl2 to give 4-(2-amino-3H-imidazol-4-y...